This data is from the Open Reaction Database (ORD), a public repository of structured organic reaction records. The task is: describe an organic reaction: reactants, conditions, products, and yield The reactants are CC(C)(C)OC(=O)NCc1ccc(C(F)F)c(Oc2cc(Cl)cc(C#N)c2)c1F, ClCCl, O=C(O)C(F)(F)F. Product: N#Cc1cc(Cl)cc(Oc2c(C(F)F)ccc(CN)c2F)c1. As a reaction SMILES: [Cl:1][c:2]1[cH:3][c:4]([O:10][c:11]2[c:12]([F:29])[c:13]([CH2:20][NH:21][C:22](=[O:23])[O:24][C:25]([CH3:26])([CH3:27])[CH3:28])[cH:14][cH:15][c:16]2[CH:17]([F:18])[F:19])[cH:5][c:6]([C:8]#[N:9])[cH:7]1.[Cl:37][CH2:38][Cl:39].[F:30][C:31]([F:32])([F:33])[C:34]([OH:35])=[O:36]>>[Cl:1][c:2]1[cH:3][c:4]([O:10][c:11]2[c:12]([F:29])[c:13]([CH2:20][NH2:21])[cH:14][cH:15][c:16]2[CH:17]([F:18])[F:19])[cH:5][c:6]([C:8]#[N:9])[cH:7]1.